This data is from the Open Reaction Database (ORD), a public repository of structured organic reaction records. The task is: describe an organic reaction: reactants, conditions, products, and yield The reactants are IC1=CC=C(C=C1)S(=O)(=O)N (4-iodobenzenesulphonamide), 2, C(C)(=O)[O-].[K+] (potassium acetate), BrC=1C(=NN2C1C=CC(=C2)C(F)(F)F)C2=CC(=CC=C2)F (3-bromo-2-(3-fluoro-phenyl)-6-trifluoromethyl-pyrazolo[1,5-a]pyridine), C(=O)([O-])[O-].[Na+].[Na+] (Na2CO3). Reagents/catalysts: C=1C=CC(=CC1)[P](C=2C=CC=CC2)(C=3C=CC=CC3)[Pd]([P](C=4C=CC=CC4)(C=5C=CC=CC5)C=6C=CC=CC6)([P](C=7C=CC=CC7)(C=8C=CC=CC8)C=9C=CC=CC9)[P](C=1C=CC=CC1)(C=1C=CC=CC1)C=1C=CC=CC1 (tetrakis(triphenylphosphine)palladium(0)). Run in CN(C)C=O (DMF), O (water), ClCCl (dichloromethane). Product: FC=1C=C(C=CC1)C1=NN2C(C=CC(=C2)C(F)(F)F)=C1C1=CC=C(C=C1)S(=O)(=O)N (4-[2-(3-Fluoro-phenyl)-6-trifluoromethyl-pyrazolo[1,5-a]pyridin-3-yl]benzenesulfonamide). Isolated yield 34.7%. Reaction SMILES: I[C:2]1[CH:7]=[CH:6][C:5]([S:8]([NH2:11])(=[O:10])=[O:9])=[CH:4][CH:3]=1.C([O-])(=O)C.[K+].Br[C:18]1[C:19]([C:31]2[CH:36]=[CH:35][CH:34]=[C:33]([F:37])[CH:32]=2)=[N:20][N:21]2[CH:26]=[C:25]([C:27]([F:30])([F:29])[F:28])[CH:24]=[CH:23][C:22]=12.C([O-])([O-])=O.[Na+].[Na+]>CN(C=O)C.C1C=CC([P]([Pd]([P](C2C=CC=CC=2)(C2C=CC=CC=2)C2C=CC=CC=2)([P](C2C=CC=CC=2)(C2C=CC=CC=2)C2C=CC=CC=2)[P](C2C=CC=CC=2)(C2C=CC=CC=2)C2C=CC=CC=2)(C2C=CC=CC=2)C2C=CC=CC=2)=CC=1.O.ClCCl>[F:37][C:33]1[CH:32]=[C:31]([C:19]2[C:18]([C:2]3[CH:7]=[CH:6][C:5]([S:8]([NH2:11])(=[O:10])=[O:9])=[CH:4][CH:3]=3)=[C:22]3[CH:23]=[CH:24][C:25]([C:27]([F:29])([F:30])[F:28])=[CH:26][N:21]3[N:20]=2)[CH:36]=[CH:35][CH:34]=1 |f:1.2,4.5.6,^1:52,54,73,92|. Reported procedure: A mixture of 4-iodobenzenesulphonamide (651 mg); dipinacoldiborane (495 mg)2; potassium acetate (860 mg); and [1,1′-bis(diphenylphosphino)ferrocene]palladium(II) chloride complex:dichloromethane (1:1) (50 mg); in DMF (5 ml) was heated under nitrogen at 80° for 1.5 h. To the cooled reaction mixture was added 3-bromo-2-(3-fluoro-phenyl)-6-trifluoromethyl-pyrazolo[1,5-a]pyridine (330 mg, 0.919 mmol), 2N Na2CO3 (4 ml) and tetrakis(triphenylphosphine)palladium(0) (40 mg) and the mixture heated at ref... Starting materials: CC(=O)Nc1ncc(Sc2cccnc2)s1, CCO, Cl, C1CCOC1. Yields the product Nc1ncc(Sc2cccnc2)s1. Reaction SMILES: [C:1](=[O:2])([CH3:3])[NH:4][c:5]1[s:6][c:7]([S:10][c:11]2[cH:12][n:13][cH:14][cH:15][cH:16]2)[cH:8][n:9]1.[CH3:23][CH2:24][OH:25].[ClH:22].[O:17]1[CH2:18][CH2:19][CH2:20][CH2:21]1>>[NH2:4][c:5]1[s:6][c:7]([S:10][c:11]2[cH:12][n:13][cH:14][cH:15][cH:16]2)[cH:8][n:9]1. RXN SMILES: [CH3:16][CH2:17][OH:18].[CH3:1][O:2][C:3]([c:4]1[cH:5][c:6]([C:10]#[N:11])[cH:7][cH:8][cH:9]1)=[O:12].[NH2:14][NH2:15].[OH2:13]>>[O:2]=[C:3]([c:4]1[cH:5][c:6]([C:10]#[N:11])[cH:7][cH:8][cH:9]1)[NH:14][NH2:15]. Starting materials: CCO, COC(=O)c1cccc(C#N)c1, NN, O. Yields the product N#Cc1cccc(C(=O)NN)c1. The reactants are ClCCCBr, O, Sc1ccccc1. The product is ClCCCSc1ccccc1. RXN SMILES: [Br:8][CH2:9][CH2:10][CH2:11][Cl:12].[OH2:13].[SH:1][c:2]1[cH:3][cH:4][cH:5][cH:6][cH:7]1>>[S:1]([c:2]1[cH:3][cH:4][cH:5][cH:6][cH:7]1)[CH2:9][CH2:10][CH2:11][Cl:12]. The reactants are C(O)([O-])=O.[Na+] (sodium hydrogencarbonate), [Cr](=O)(=O)([O-])O[Cr](=O)(=O)[O-].[Na+].[Na+] (sodium dichromate), ClC1=NSC2=C1CCCC2 (3-Chloro-4,5,6,7-tetrahydro-1,2-benzisothiazole), S(O)(O)(=O)=O (sulfuric acid). The solvent is C(C)(=O)O (acetic acid), C(C)(=O)O (acetic acid). Run at time 2 hour. The product is ClC1=NSC2=C1C(CCC2)=O (3-Chloro-4,5,6,7-tetrahydro-1,2-benzisothiazol-4-one). Reaction SMILES: [Cr](O[Cr]([O-])(=O)=O)([O-])(=O)=O.[Na+].[Na+].[Cl:12][C:13]1[C:17]2[CH2:18][CH2:19][CH2:20][CH2:21][C:16]=2[S:15][N:14]=1.S(=O)(=O)(O)[OH:23].C(=O)([O-])O.[Na+]>C(O)(=O)C>[Cl:12][C:13]1[C:17]2[C:18](=[O:23])[CH2:19][CH2:20][CH2:21][C:16]=2[S:15][N:14]=1 |f:0.1.2,5.6|. Reported procedure: A solution of sodium dichromate (4.4 g) in glacial acetic acid (30 mL) was added dropwise over 1 h to a solution of 3-chloro-4,5,6,7-tetrahydro-1,2-benzisothiazole 23a (2.7 g) and concentrated sulfuric acid (1.8 mL) in glacial acetic acid (80 mL). The reaction mixture was stirred at room temperature for an additional 2 h, and neutralized with a saturated solution of sodium hydrogencarbonate. Extraction with ether (3×150 mL), drying and evaporation gave an oil. Column chromatography on silica gel...